This data is from the Open Reaction Database (ORD), a public repository of structured organic reaction records. The task is: describe an organic reaction: reactants, conditions, products, and yield The reactants are COC1=C(C=CC=C1)C1=CN(C2=NC=C(C=C21)C2OC(C(O2)(C)C)(C)C)S(=O)(=O)C2=CC=C(C=C2)C (3-(2-methoxy-phenyl)-5-(4,4,5,5-tetramethyl-[1,3]dioxolan-2-yl)-1-(toluene-4-sulfonyl)-1H-pyrrolo[2,3-b]pyridine), NC1=C(C(=O)N(C)C)C=C(C=C1)Br (2-amino-5-bromo-N,N-dimethyl-benzamide). Reaction conditions: temperature 100 celsius, time 4 hour. Run in C1CCOC1.C(C)#N (THF Acetonitrile). RXN SMILES: [CH3:1][O:2][C:3]1[CH:8]=[CH:7][CH:6]=[CH:5][C:4]=1[C:9]1[C:17]2[C:12](=[N:13][CH:14]=[C:15]([CH:18]3OC(C)(C)C(C)(C)O3)[CH:16]=2)[N:11]([S:27]([C:30]2[CH:35]=[CH:34][C:33]([CH3:36])=[CH:32][CH:31]=2)(=[O:29])=[O:28])[CH:10]=1.[NH2:37][C:38]1[CH:48]=[CH:47]C(Br)=[CH:45][C:39]=1[C:40]([N:42]([CH3:44])[CH3:43])=[O:41]>C1COCC1.C(#N)C.C1C=CC([PH+]([C]2[CH][CH][CH][CH]2)C2C=CC=CC=2)=CC=1.C1C=CC([PH+]([C]2[CH][CH][CH][CH]2)C2C=CC=CC=2)=CC=1.C(Cl)Cl.Cl[Pd]Cl.[Fe]>[NH2:37][C:38]1[CH:48]=[CH:47][C:18]([C:15]2[CH:16]=[C:17]3[C:9]([C:4]4[CH:5]=[CH:6][CH:7]=[CH:8][C:3]=4[O:2][CH3:1])=[CH:10][N:11]([S:27]([C:30]4[CH:35]=[CH:34][C:33]([CH3:36])=[CH:32][CH:31]=4)(=[O:28])=[O:29])[C:12]3=[N:13][CH:14]=2)=[CH:45][C:39]=1[C:40]([N:42]([CH3:43])[CH3:44])=[O:41] |f:2.3,4.5.6.7.8,^1:62,63,64,65,66,80,81,82,83,84|. Isolated yield 71.0%. Product: NC1=C(C(=O)N(C)C)C=C(C=C1)C=1C=C2C(=NC1)N(C=C2C2=C(C=CC=C2)OC)S(=O)(=O)C2=CC=C(C=C2)C (2-amino-5-[3-(2-methoxy-phenyl)-1-(toluene-4-sulfonyl)-1H-pyrrolo[2,3-b]pyridin-5-yl]-N,N-dimethyl-benzamide). The reagents and catalysts are C1=CC=C(C=C1)[PH+](C2=CC=CC=C2)[C]3[CH][CH][CH][CH]3.C1=CC=C(C=C1)[PH+](C2=CC=CC=C2)[C]3[CH][CH][CH][CH]3.C(Cl)Cl.Cl[Pd]Cl.[Fe] (dichloro[1,1′-bis(diphenylphosphino)ferrocene]palladium(II) dichloromethane adduct). Procedure details: A mixture of 3-(2-methoxy-phenyl)-5-(4,4,5,5-tetramethyl-[1,3]dioxolan-2-yl)-1-(toluene-4-sulfonyl)-1H-pyrrolo[2,3-b]pyridine (1.5 g, 3 mmol), 2-amino-5-bromo-N,N-dimethyl-benzamide 0.8, 3.3 mmol), and dichloro[1,1′-bis(diphenylphosphino)ferrocene]palladium(II) dichloromethane adduct (110 mg, 0.2 mmol) in THF/Acetonitrile/saturated NaHCO3 (5 ml/5 ml/5 ml) was stirred at 100° C. for 4 hours. The mixture was allowed to cool down to room temperature and then extracted with ethyl acetate (3×). The c... Starting materials: CI (methyl iodide), Cl (HCl), C(C1=CC=CC=C1)N1CC=2N(C(C1=O)C1=CC=C(C#N)C=C1)C=NC2 (4-(7-Benzyl-6-oxo-5,6,7,8-tetrahydro-imidazo[1,5-a]pyrazin-5-yl)-benzonitrile), C(C1=CC=CC=C1)N1CC=2N(C(C1=O)(C)C1=CC=C(C#N)C=C1)C=NC2 (4-(7-benzyl-5-methyl-6-oxo-5,6,7,8-tetrahydro-imidazo[1,5-a]pyrazin-5-yl)-benzonitrile), [Li+].C[Si](C)(C)[N-][Si](C)(C)C (LHMDS). The solvent is CC(=O)C (acetone), C(C)OCC (diethyl ether), C1CCOC1 (THF). Conditions: time 15 minute. The product is Cl.C(C1=CC=CC=C1)N1CC=2N(C(C1=O)(C)C1=CC=C(C#N)C=C1)C=NC2 (4-(7-benzyl-5-methyl-6-oxo-5,6,7,8-tetrahydro-imidazo[1,5-a]pyrazin-5-yl)-benzonitrile hydrochloride). RXN SMILES: C(N1C(=O)C(C2C=CC(C#N)=CC=2)N2C=NC=C2C1)C1C=CC=CC=1.[CH2:26]([N:33]1[C:38](=[O:39])[C:37]([C:41]2[CH:48]=[CH:47][C:44]([C:45]#[N:46])=[CH:43][CH:42]=2)([CH3:40])[N:36]2[CH:49]=[N:50][CH:51]=[C:35]2[CH2:34]1)[C:27]1[CH:32]=[CH:31][CH:30]=[CH:29][CH:28]=1.[Li+].C[Si]([N-][Si](C)(C)C)(C)C.CI.[ClH:64]>C1COCC1.CC(C)=O.C(OCC)C>[ClH:64].[CH2:26]([N:33]1[C:38](=[O:39])[C:37]([C:41]2[CH:48]=[CH:47][C:44]([C:45]#[N:46])=[CH:43][CH:42]=2)([CH3:40])[N:36]2[CH:49]=[N:50][CH:51]=[C:35]2[CH2:34]1)[C:27]1[CH:32]=[CH:31][CH:30]=[CH:29][CH:28]=1 |f:2.3,9.10|. Reported procedure: To a solution of the title compound of Example 3, 4-(7-benzyl-5-methyl-6-oxo-5,6,7,8-tetrahydro-imidazo[1,5-a]pyrazin-5-yl)-benzonitrile (0.24 g, 0.63 mmol) in 5 mL of THF at −78° C. is added LHMDS (0.70 mL, 0.70 mmol) and the resulting solution is stirred for 15 min. To this solution is added methyl iodide (0.040 mL, 0.67 mmol) and the solution is stirred for 15 min, then warmed gradually to RT. The reaction mixture is quenched by addition of NH4Cl and extracted with EtOAc. The organic solution... Starting materials: ClC1=CC=C(C=C1)COCCO (2-{[(4-chlorophenyl)methyl]oxy}ethanol), BrN1C(CCC1=O)=O (N-bromosuccinimide), C1(=CC=CC=C1)P(C1=CC=CC=C1)C1=CC=CC=C1 (triphenylphosphine), alcohol. The solvent is C(Cl)Cl (DCM), C(Cl)Cl (DCM), C(Cl)Cl (DCM), C(Cl)Cl (DCM), [Al] (aluminum). Reaction conditions: time 10 minute. Product: EtOAc hexanes, BrCCOCC1=CC=C(C=C1)Cl (1-{[(2-bromoethyl)oxy]methyl}-4-chlorobenzene). Yield: 56.8%. As a reaction SMILES: [Br:1]N1C(=O)CCC1=O.C1(P(C2C=CC=CC=2)C2C=CC=CC=2)C=CC=CC=1.[Cl:28][C:29]1[CH:34]=[CH:33][C:32]([CH2:35][O:36][CH2:37][CH2:38]O)=[CH:31][CH:30]=1>C(Cl)Cl.[Al]>[Br:1][CH2:38][CH2:37][O:36][CH2:35][C:32]1[CH:33]=[CH:34][C:29]([Cl:28])=[CH:30][CH:31]=1. Procedure details: A solution of N-bromosuccinimide (272 mg, 1.53 mmol) in DCM (2.5 mL) was added to resin-bound triphenylphosphine (510 mg, 1.53 mEquiv, Fluka) in DCM (2.5 mL), and the reaction was stirred at rt for 10 min. A solution of 2-{[(4-chlorophenyl)methyl]oxy}ethanol (129 mg, 0.691 mmol) in DCM (1.5 mL) was added to the reaction, and the residual alcohol was transferred with additional DCM (1.5 mL). The reaction vial was capped, wrapped in aluminum foil, and stirred at rt for 20 h. The reaction was filte... The reactants are CCC(Br)CC, O=C([O-])[O-], CCOC(C)=O, CN(C)C=O, [Cs+], [Cs+], O, CCCc1nc(C)n(-c2ccc(O)cc2)c(=O)c1Cc1ccc(-c2ccccc2C#N)cc1. The product is CCCc1nc(C)n(-c2ccc(OC(CC)CC)cc2)c(=O)c1Cc1ccc(-c2ccccc2C#N)cc1. As a reaction SMILES: [Br:34][CH:35]([CH2:36][CH3:37])[CH2:38][CH3:39].[C:40](=[O:41])([O-:42])[O-:43].[CH3:46][CH2:47][O:48][C:49](=[O:50])[CH3:51].[CH3:52][N:53]([CH3:54])[CH:55]=[O:56].[Cs+:44].[Cs+:45].[OH2:57].[OH:1][c:2]1[cH:3][cH:4][c:5](-[n:8]2[c:9]([CH3:33])[n:10][c:11]([CH2:30][CH2:31][CH3:32])[c:12]([CH2:15][c:16]3[cH:17][cH:18][c:19](-[c:22]4[c:23]([C:28]#[N:29])[cH:24][cH:25][cH:26][cH:27]4)[cH:20][cH:21]3)[c:13]2=[O:14])[cH:6][cH:7]1>>[O:1]([c:2]1[cH:3][cH:4][c:5](-[n:8]2[c:9]([CH3:33])[n:10][c:11]([CH2:30][CH2:31][CH3:32])[c:12]([CH2:15][c:16]3[cH:17][cH:18][c:19](-[c:22]4[c:23]([C:28]#[N:29])[cH:24][cH:25][cH:26][cH:27]4)[cH:20][cH:21]3)[c:13]2=[O:14])[cH:6][cH:7]1)[CH:35]([CH2:36][CH3:37])[CH2:38][CH3:39]. The reactants are BrC=1C(OC2=CC(=CC=C2C1)OC)(C)C (3-bromo-7-methoxy-2,2-dimethyl-2H-chromene), BrC1=C(C=CC=C1)[N+](=O)[O-] (1-bromo-2-nitrobenzene), COC1=CC=C2C=C(C(OC2=C1)(C)C)C1=C(C=CC=C1)[N+](=O)[O-] (7-methoxy-2,2-dimethyl-3-(2-nitrophenyl)-2H-chromene). The product is COC1=CC=C2CC(C(OC2=C1)(C)C)C1=C(C=CC=C1)N (2-(7-Methoxy-2,2-dimethylchroman-3-yl)phenylamine). Yield: 80.7%. As a reaction SMILES: BrC1C(C)(C)OC2C(C=1)=CC=C(OC)C=2.BrC1C=CC=CC=1[N+]([O-])=O.[CH3:26][O:27][C:28]1[CH:37]=[C:36]2[C:31]([CH:32]=[C:33]([C:40]3[CH:45]=[CH:44][CH:43]=[CH:42][C:41]=3[N+:46]([O-])=O)[C:34]([CH3:39])([CH3:38])[O:35]2)=[CH:30][CH:29]=1>>[CH3:26][O:27][C:28]1[CH:37]=[C:36]2[C:31]([CH2:32][CH:33]([C:40]3[CH:45]=[CH:44][CH:43]=[CH:42][C:41]=3[NH2:46])[C:34]([CH3:39])([CH3:38])[O:35]2)=[CH:30][CH:29]=1. Reported procedure: Synthesized from 3-bromo-7-methoxy-2,2-dimethyl-2H-chromene and 1-bromo-2-nitrobenzene according to an analogous synthetic method to Preparation Example 107 described below, 7-methoxy-2,2-dimethyl-3-(2-nitrophenyl)-2H-chromene (790 mg) was used according to an analogous synthetic method to Example 30 to provide the title compound (580 mg). The reactants are ClC1=CC(=CC=C1)C(=O)OO (m-chloroperbenzoic acid), COC(CCCCCOC=1C=CC2=C(N(C(=N2)SCC2=CC=CC=C2)C2=CC=CC=C2)C1)=O (6-[(2-benzylmercapto-1-phenyl-1H-benzimidazol-6-yl)oxy]hexanoic acid methyl ester), S(=O)([O-])OS(=O)[O-].[Na+].[Na+] (sodium disulfite). Solvent: ClCCl (dichloromethane). Conditions: temperature 20 celsius, time 48 hour. Yields the product COC(CCCCCOC=1C=CC2=C(N(C(=N2)S(=O)(=O)CC2=CC=CC=C2)C2=CC=CC=C2)C1)=O (6-[[1-Phenyl-2-(phenylmethanesulfonyl)-1H-benzimidazol-6-yl]oxy]hexanoic acid methyl ester). RXN SMILES: [CH3:1][O:2][C:3](=[O:33])[CH2:4][CH2:5][CH2:6][CH2:7][CH2:8][O:9][C:10]1[CH:11]=[CH:12][C:13]2[N:17]=[C:16](SCC3C=CC=CC=3)[N:15]([C:26]3[CH:31]=[CH:30][CH:29]=[CH:28][CH:27]=3)[C:14]=2[CH:32]=1.Cl[C:35]1[CH:40]=[CH:39][CH:38]=[C:37]([C:41](OO)=O)[CH:36]=1.[S:45]([O:48]S([O-])=O)([O-])=[O:46].[Na+].[Na+]>ClCCl>[CH3:1][O:2][C:3](=[O:33])[CH2:4][CH2:5][CH2:6][CH2:7][CH2:8][O:9][C:10]1[CH:11]=[CH:12][C:13]2[N:17]=[C:16]([S:45]([CH2:41][C:37]3[CH:36]=[CH:35][CH:40]=[CH:39][CH:38]=3)(=[O:48])=[O:46])[N:15]([C:26]3[CH:31]=[CH:30][CH:29]=[CH:28][CH:27]=3)[C:14]=2[CH:32]=1 |f:2.3.4|. Reported procedure: 300 mg of 6-[(2-benzylmercapto-1-phenyl-1H-benzimidazol-6-yl)oxy]hexanoic acid methyl ester was dissolved in 6 ml of dichloromethane, mixed with 468 mg of m-chloroperbenzoic acid (about 60%), and the mixture was stirred for 48 hours at 20° C. It was mixed with sodium disulfite solution, extracted twice with dichloromethane, the combined organic phases were washed with saturated sodium bicarbonate solution, water and saturated sodium chloride solution, dried on sodium sulfate and concentrated by ... Reactants: OO (hydrogen peroxide), CSCC=1C=CC2=C(C(=C(O2)[N+](=O)[O-])C2=CC=CC=C2)C1 (5-methylthiomethyl-2-nitro-3-phenylbenzofuran), C(C)(=O)O (acetic acid), C(C)(=O)O (acetic acid), OO (hydrogen peroxide), C(C)(=O)O (acetic acid). The solvent is C(Cl)(Cl)Cl (chloroform). Conditions: temperature 20 celsius, time 20 hour. Product: CS(=O)CC=1C=CC2=C(C(=C(O2)[N+](=O)[O-])C2=CC=CC=C2)C1 (5-methylsulfinylmethyl-2-nitro-3-phenylbenzofuran). As a reaction SMILES: [CH3:1][S:2][CH2:3][C:4]1[CH:5]=[CH:6][C:7]2[O:11][C:10]([N+:12]([O-:14])=[O:13])=[C:9]([C:15]3[CH:20]=[CH:19][CH:18]=[CH:17][CH:16]=3)[C:8]=2[CH:21]=1.C(O)(=[O:24])C.OO>C(Cl)(Cl)Cl>[CH3:1][S:2]([CH2:3][C:4]1[CH:5]=[CH:6][C:7]2[O:11][C:10]([N+:12]([O-:14])=[O:13])=[C:9]([C:15]3[CH:16]=[CH:17][CH:18]=[CH:19][CH:20]=3)[C:8]=2[CH:21]=1)=[O:24]. Procedure: A solution of 2.8 g. (0.009 mole) of 5-methylthiomethyl-2-nitro-3-phenylbenzofuran in 200 ml. of acetic acid is obtained by warming. The solution is cooled to 20° C., and 0.51 g. (0.0045 mole) of hydrogen peroxide in 15 ml. of acetic acid is added dropwise. After 20 hours, an additional 1.02 g. of 30 percent hydrogen peroxide in 20 ml. of acetic acid is added dropwise. After an additional 2.5 hours, the reaction is poured onto ice, the precipitate is collected by filtration and washed with water... Starting materials: O=C([O-])O, CO, CC(C)CCc1ccccc1[N+](=O)[O-], Cl, [Fe], [Na+], O. Product: CC(C)CCc1ccccc1N. As a reaction SMILES: [C:18](=[O:19])([O-:20])[OH:21].[CH3:1][OH:2].[CH3:3][CH:4]([CH2:5][CH2:6][c:7]1[c:8]([N+:13]([O-:14])=[O:15])[cH:9][cH:10][cH:11][cH:12]1)[CH3:16].[ClH:17].[Fe:23].[Na+:22].[OH2:24]>>[CH3:3][CH:4]([CH2:5][CH2:6][c:7]1[c:8]([NH2:13])[cH:9][cH:10][cH:11][cH:12]1)[CH3:16]. Starting materials: Cc1ccccc1, Clc1ccc2c(c1)CCc1cccnc1C2C1CCNCC1, CCOC(=O)Cl. Product: CCOC(=O)N1CCC(C2c3ccc(Cl)cc3CCc3cccnc32)CC1. RXN SMILES: [CH3:29][c:30]1[cH:31][cH:32][cH:33][cH:34][cH:35]1.[Cl:1][c:2]1[cH:3][cH:4][c:5]2[c:6]([cH:22]1)[CH2:7][CH2:8][c:9]1[c:10]([n:11][cH:12][cH:13][cH:14]1)[CH:15]2[CH:16]1[CH2:17][CH2:18][NH:19][CH2:20][CH2:21]1.[Cl:23][C:24](=[O:25])[O:26][CH2:27][CH3:28]>>[Cl:1][c:2]1[cH:3][cH:4][c:5]2[c:6]([cH:22]1)[CH2:7][CH2:8][c:9]1[c:10]([n:11][cH:12][cH:13][cH:14]1)[CH:15]2[CH:16]1[CH2:17][CH2:18][N:19]([C:24](=[O:25])[O:26][CH2:27][CH3:28])[CH2:20][CH2:21]1.